Dataset: the Open Reaction Database (ORD), a public repository of structured organic reaction records. Task: describe an organic reaction: reactants, conditions, products, and yield Reactants: C[Si](C)(C)CCOCn1cc(C(=O)NC2CCCN(S(C)(=O)=O)C2)c2nc(C3CC3)cnc21, ClCCl, O=C(O)C(F)(F)F. The product is CS(=O)(=O)N1CCCC(NC(=O)c2c[nH]c3ncc(C4CC4)nc23)C1. RXN SMILES: [CH3:1][S:2](=[O:3])(=[O:4])[N:5]1[CH2:6][CH:7]([NH:11][C:12](=[O:13])[c:14]2[cH:15][n:16]([CH2:26][O:27][CH2:28][CH2:29][Si:30]([CH3:31])([CH3:32])[CH3:33])[c:17]3[n:18][cH:19][c:20]([CH:23]4[CH2:24][CH2:25]4)[n:21][c:22]23)[CH2:8][CH2:9][CH2:10]1.[Cl:41][CH2:42][Cl:43].[OH:34][C:35]([C:36]([F:37])([F:38])[F:39])=[O:40]>>[CH3:1][S:2](=[O:3])(=[O:4])[N:5]1[CH2:6][CH:7]([NH:11][C:12](=[O:13])[c:14]2[cH:15][nH:16][c:17]3[n:18][cH:19][c:20]([CH:23]4[CH2:24][CH2:25]4)[n:21][c:22]23)[CH2:8][CH2:9][CH2:10]1. Starting materials: CCN(C(C)C)C(C)C, C1CCOC1, COCCN(C)c1ccc(OC)c2nc(N)sc12, O=C(Cl)c1ccc(CCl)cc1, ClCCl. Yields the product COCCN(C)c1ccc(OC)c2nc(NC(=O)c3ccc(CCl)cc3)sc12. RXN SMILES: [CH2:19]([N:20]([CH:21]([CH3:22])[CH3:23])[CH:24]([CH3:25])[CH3:26])[CH3:27].[CH2:39]1[O:40][CH2:41][CH2:42][CH2:43]1.[CH3:1][O:2][c:3]1[cH:4][cH:5][c:6]([N:13]([CH3:14])[CH2:15][CH2:16][O:17][CH3:18])[c:7]2[c:8]1[n:9][c:10]([NH2:12])[s:11]2.[Cl:28][CH2:29][c:30]1[cH:31][cH:32][c:33]([C:34](=[O:35])[Cl:36])[cH:37][cH:38]1.[Cl:44][CH2:45][Cl:46]>>[CH3:1][O:2][c:3]1[cH:4][cH:5][c:6]([N:13]([CH3:14])[CH2:15][CH2:16][O:17][CH3:18])[c:7]2[c:8]1[n:9][c:10]([NH:12][C:34]([c:33]1[cH:32][cH:31][c:30]([CH2:29][Cl:28])[cH:38][cH:37]1)=[O:35])[s:11]2. Starting materials: NC(OC)=NC(OC)=O (methyl N-(1-amino-1-methoxymethylene)-carbamate), NC(SC)=NC(OC)=O (methyl N-(1-amino-1-methylthiomethylene)-carbamate), ClC1=CC=C(C=C1)N=C=O (p-chlorophenyl isocyanate). The solvent is C(Cl)Cl (methylene chloride). Reaction SMILES: [NH2:1][C:2](=[N:5][C:6](=[O:9])[O:7][CH3:8])[O:3][CH3:4].NC(=NC(=O)OC)SC.[Cl:19][C:20]1[CH:25]=[CH:24][C:23]([N:26]=[C:27]=[O:28])=[CH:22][CH:21]=1>C(Cl)Cl>[Cl:19][C:20]1[CH:25]=[CH:24][C:23]([NH:26][C:27](=[O:28])[NH:1][C:2](=[N:5][C:6]([O:7][CH3:8])=[O:9])[O:3][CH3:4])=[CH:22][CH:21]=1. Yields the product 10, ClC1=CC=C(C=C1)NC(NC(OC)=NC(=O)OC)=O (methyl 4-(p-chlorophenyl)-N-methoxycarbonylallophanimidate). Reported procedure: To 13 parts of methyl N-(1-amino-1-methoxymethylene)-carbamate, m.p. 36°-39.5°, prepared similar to the procedure in Example 3 for methyl N-(1-amino-1-methylthiomethylene)-carbamate in 140 parts of methylene chloride is added 15 parts of p-chlorophenyl isocyanate. The reaction mixture is stirred overnight and the solution filtered to give 10 parts of methyl 4-(p-chlorophenyl)-N-methoxycarbonylallophanimidate melting at 170° dec. Run at time 8 hour. Starting materials: CCN, ClCCl, O=CC1CN(Cc2ccccc2)CCN1Cc1ccccc1. The product is CCN=CC1CN(Cc2ccccc2)CCN1Cc1ccccc1. Reaction SMILES: [CH3:23][CH2:24][NH2:25].[Cl:26][CH2:27][Cl:28].[c:1]1([CH2:7][N:8]2[CH:9]([CH:21]=[O:22])[CH2:10][N:11]([CH2:14][c:15]3[cH:16][cH:17][cH:18][cH:19][cH:20]3)[CH2:12][CH2:13]2)[cH:2][cH:3][cH:4][cH:5][cH:6]1>>[c:1]1([CH2:7][N:8]2[CH:9]([CH:21]=[N:25][CH2:24][CH3:23])[CH2:10][N:11]([CH2:14][c:15]3[cH:16][cH:17][cH:18][cH:19][cH:20]3)[CH2:12][CH2:13]2)[cH:2][cH:3][cH:4][cH:5][cH:6]1. The reactants are ClCCl, CN(C)C=O, O=C(Cl)C(Cl)c1ccccc1, O=C(Cl)C(=O)Cl, O=[N+]([O-])O, O=S(=O)(O)O. Yields the product O=C(Cl)C(Cl)c1cccc([N+](=O)[O-])c1. Reaction SMILES: [CH2:32]([Cl:33])[Cl:34].[CH3:27][N:28]([CH3:29])[CH:30]=[O:31].[Cl:1][CH:2]([C:3](=[O:4])[Cl:5])[c:6]1[cH:7][cH:8][cH:9][cH:10][cH:11]1.[Cl:21][C:22]([C:23]([Cl:24])=[O:25])=[O:26].[OH:17][N+:18]([O-:19])=[O:20].[S:12](=[O:13])(=[O:14])([OH:15])[OH:16]>>[Cl:1][CH:2]([C:3](=[O:4])[Cl:5])[c:6]1[cH:7][c:8]([N+:18](=[O:17])[O-:19])[cH:9][cH:10][cH:11]1. Reaction conditions: time 30 minute. RXN SMILES: [CH3:1][NH:2][C:3]1[S:4][CH:5]=[C:6]([C:8]2[CH:13]=[CH:12][CH:11]=[CH:10][CH:9]=2)[N:7]=1.[H-].[Na+].Br[C:17]1[CH:26]=[CH:25][C:20]([C:21]([O:23][CH3:24])=[O:22])=[CH:19][CH:18]=1.O.[CH3:28]N(C)C=O>>[CH3:28][CH:1]([NH:2][C:3]1[S:4][CH:5]=[C:6]([C:8]2[CH:9]=[CH:10][CH:11]=[CH:12][CH:13]=2)[N:7]=1)[C:17]1[CH:26]=[CH:25][C:20]([C:21]([O:23][CH3:24])=[O:22])=[CH:19][CH:18]=1 |f:1.2|. Yields the product CC(C1=CC=C(C(=O)OC)C=C1)NC=1SC=C(N1)C1=CC=CC=C1 (methyl 4-[methyl(4-phenyl-2-thiazolyl)aminomethyl]benzoate). Starting materials: CNC=1SC=C(N1)C1=CC=CC=C1 (2-methylamino-4-phenylthiazole), O (water), CN(C=O)C (N,N-dimethylformamide), [H-].[Na+] (sodium hydride), BrC1=CC=C(C(=O)OC)C=C1 (Methyl 4-bromobenzoate). Reported procedure: To a solution of 2-methylamino-4-phenylthiazole (1.76 g) in N,N-dimethylformamide (25 mL) was gradually added sodium hydride (60%, oil, 351 mg) at room temperature and the mixture was stirred for 30 min. Methyl 4-bromobenzoate (2.11 g) was added, and the mixture was further stirred for 1.5 hrs. To the reaction mixture was added water and the mixture was extracted with ethyl acetate. The organic layer was washed with saturated brine, dried over anhydrous magnesium sulfate and concentrated. The re... The yield is 86.0%. The reactants are ClC1=NC(=NC(=C1)C)C1=NC(=CC=C1)C1=C(C=CC=C1)C (4-chloro-6-methyl-2-(6-o-tolyl-2-pyridinyl)pyrimidine), C[O-].[Na+] (sodium methoxide), CO (methanol), [Na] (sodium). Solvent: C(Cl)(Cl)Cl (chloroform), O (water). Conditions: time 30 minute. The product is COC1=NC(=NC(=C1)C)C1=NC(=CC=C1)C1=C(C=CC=C1)C (4-methoxy-6-methyl-2-(6-o-tolyl-2-pyridinyl)pyrimidine). Yield: 96.0%. RXN SMILES: Cl[C:2]1[CH:7]=[C:6]([CH3:8])[N:5]=[C:4]([C:9]2[CH:14]=[CH:13][CH:12]=[C:11]([C:15]3[CH:20]=[CH:19][CH:18]=[CH:17][C:16]=3[CH3:21])[N:10]=2)[N:3]=1.[CH3:22][O-:23].[Na+].CO.[Na]>C(Cl)(Cl)Cl.O>[CH3:22][O:23][C:2]1[CH:7]=[C:6]([CH3:8])[N:5]=[C:4]([C:9]2[CH:14]=[CH:13][CH:12]=[C:11]([C:15]3[CH:20]=[CH:19][CH:18]=[CH:17][C:16]=3[CH3:21])[N:10]=2)[N:3]=1 |f:1.2,^1:26|. Procedure details: To 4-chloro-6-methyl-2-(6-o-tolyl-2-pyridinyl)pyrimidine (2 g) was added sodium methoxide prepared from methanol (10 ml) and metallic sodium (0.19 g). After the mixture was left to stand at room temperature for 30 minutes, water (30 ml) and chloroform (100 ml) was added thereto, and then extracted. After the extract was dried over anhydrous magnesium sulfate, it was concentrated under reduced pressure to obtain 4-methoxy-6-methyl-2-(6-o-tolyl-2-pyridinyl)pyrimidine (1.9 g, yield 96%). Reactants: BrC1=CC2=CC(=C(C(=C2CC1C)C(C)C)OC)OC (2-Bromo-6,7-dimethoxy-3-methyl-5-(1-methylethyl)-3,4-dihydronaphthalene), ClC=1C(C(=C(C(C1Cl)=O)C#N)C#N)=O (2,3-dichloro-5,6-dicyano-1,4-benzoquinone). Run in C1=CC=CC=C1 (benzene). Reaction conditions: time 2 hour. Product: BrC1=C(C=C2C(=C(C(=CC2=C1)OC)OC)C(C)C)C (7-Bromo-2,3-dimethoxy-6-methyl-4-(1-methylethyl)naphthalene). Isolated yield 91.9%. As a reaction SMILES: [Br:1][C:2]1[CH:11]([CH3:12])[CH2:10][C:9]2[C:4](=[CH:5][C:6]([O:18][CH3:19])=[C:7]([O:16][CH3:17])[C:8]=2[CH:13]([CH3:15])[CH3:14])[CH:3]=1.ClC1C(=O)C(C#N)=C(C#N)C(=O)C=1Cl>C1C=CC=CC=1>[Br:1][C:2]1[CH:3]=[C:4]2[C:9]([C:8]([CH:13]([CH3:14])[CH3:15])=[C:7]([O:16][CH3:17])[C:6]([O:18][CH3:19])=[CH:5]2)=[CH:10][C:11]=1[CH3:12]. Procedure: Compound 13 (3.50 g, 10.8 mmol) was dissolved in 25 mL of benzene and 2,3-dichloro-5,6-dicyano-1,4-benzoquinone (2.45 g, 10.8 mmol) was added slowly with stirring and stirring was continued for 2 h. The reaction mixture was filtered through a short column of silica and eluted with dichloromethane. The solvent was evaporated and the product was crystallized from petroleum ether to give 3.21 g (9.93 mmol, 92%) of 14 as colorless crystals: mp 62-63° C.; 1H NMR δ1.51 (d, J-7.2 Hz, 6H), 2.56 (s, 3H),... The reactants are COC(=O)[C@@H]1C([C@](CC1)(C)CCC(=O)O)(C)C (3-[(1S,3S)-3-(methoxycarbonyl)-1,2,2-trimethylcyclopentyl]propanoic acid), intermediate, CSC.B (borane dimethylsulphide). Run in C1CCOC1 (THF). Run at time 8 hour. Yields the product OCCC[C@]1(C([C@H](CC1)C(=O)OC)(C)C)C (Methyl (1S,3S)-3-(3-hydroxypropyl)-2,2,3-trimethylcyclopentane carboxylate). As a reaction SMILES: [CH3:1][O:2][C:3]([C@H:5]1[CH2:9][CH2:8][C@:7]([CH2:11][CH2:12][C:13](O)=[O:14])([CH3:10])[C:6]1([CH3:17])[CH3:16])=[O:4].CSC.B>C1COCC1>[OH:14][CH2:13][CH2:12][CH2:11][C@:7]1([CH3:10])[CH2:8][CH2:9][C@H:5]([C:3]([O:2][CH3:1])=[O:4])[C:6]1([CH3:17])[CH3:16] |f:1.2|. Reported procedure: To a solution of step 5 intermediate (0.645 g, 2.66 mmol) in dry THF (10 mL) under N2 atmosphere, borane dimethylsulphide (0.328 mL, 3.46 mmol) was added slowly for 30 min through a septum and stirred for overnight. The reaction mixture was quenched with water, oxone then stirred for 30 mins. Then the reaction mixture was extracted with ethyl acetate, dried over sodium sulphate and concentrated under reduced pressure to afford the desired product (0.565 g) as colorless liquid. m/z (M+18): 246.